Task: describe an organic reaction: reactants, conditions, products, and yield. Dataset: the Open Reaction Database (ORD), a public repository of structured organic reaction records The reactants are C1N[C@H](CC2=C1NC1=CC=CC=C21)C(=O)O ((3R)-1,2,3,4-Tetrahydro-9H-pyrido[3,4-b]-indole-3-carboxylic acid), C([O-])([O-])=O.[Na+].[Na+] (sodium carbonate), ClC(=O)OCC1=CC=CC=C1 (benzyl chloroformate). The solvent is O (water). Reaction conditions: time 5 minute. Product: C(=O)(OCC1=CC=CC=C1)N1CC=2NC3=CC=CC=C3C2C[C@@H]1C(=O)O ((3R)-2-carbobenzoxy-1,2,3,4-tetrahydro-9H-pyrido[3,4-b]indole-3-carboxylic acid). RXN SMILES: [CH2:1]1[C:6]2[NH:7][C:8]3[C:13]([C:5]=2[CH2:4][C@H:3]([C:14]([OH:16])=[O:15])[NH:2]1)=[CH:12][CH:11]=[CH:10][CH:9]=3.C(=O)([O-])[O-].[Na+].[Na+].Cl[C:24]([O:26][CH2:27][C:28]1[CH:33]=[CH:32][CH:31]=[CH:30][CH:29]=1)=[O:25]>O>[C:24]([N:2]1[C@@H:3]([C:14]([OH:16])=[O:15])[CH2:4][C:5]2[C:13]3[C:8](=[CH:9][CH:10]=[CH:11][CH:12]=3)[NH:7][C:6]=2[CH2:1]1)([O:26][CH2:27][C:28]1[CH:33]=[CH:32][CH:31]=[CH:30][CH:29]=1)=[O:25] |f:1.2.3|. Procedure: 5.00 g (3R)-1,2,3,4-Tetrahydro-9H-pyrido[3,4-b]-indole-3-carboxylic acid is suspended in 50 ml water/50 ml tetrahydrofuran and 5.15 g sodium carbonate is added. The mixture is stirred for 5 minutes and 3.94 g benzyl chloroformate is added and the mixture stirred overnight. The mixture is evaporated in vacuo to remove the THF, the aqueous residue acidified with 1N hydrochloric acid and the resulting solid extracted into ethyl acetate. The organic solution is washed with 1N HCl, water, brine, and ... Starting materials: C(C1CO1)OC1=CC=CC=C1 (Phenyl glycidyl ether), C(\C=C\C(=O)O)(=O)O (fumaric acid), NCCNC=1N(C(N(C(C1CC)=O)C)=O)C (4-(2-aminoethylamino)-1,3-dimethyl-5-ethylpyrimidine-2,6(1H,3H)-dione). Solvent: C(C)(=O)OCC (ethyl acetate), C(Cl)Cl (methylene chloride), C(C)(=O)OCC (ethyl acetate). Conditions: time 24 hour. Product: C(\C=C\C(=O)OC(COC1=CC=CC=C1)CNCCNC1=C(C(N(C(N1C)=O)C)=O)CC)(=O)O (1-Phenoxy-3-[2-(1,3-dimethyl-5-ethylpyrimidine-2,4-dion-6-ylamino)-ethylamino]-propan-2-ol hydrogen fumarate). As a reaction SMILES: [CH2:1]([O:5][C:6]1[CH:11]=[CH:10][CH:9]=[CH:8][CH:7]=1)[CH:2]1O[CH2:3]1.[NH2:12][CH2:13][CH2:14][NH:15][C:16]1[N:17]([CH3:27])[C:18](=[O:26])[N:19]([CH3:25])[C:20](=[O:24])[C:21]=1[CH2:22][CH3:23].[C:28]([OH:35])(=[O:34])/[CH:29]=[CH:30]/[C:31]([OH:33])=[O:32]>C(Cl)Cl.C(OCC)(=O)C>[C:28]([OH:35])(=[O:34])/[CH:29]=[CH:30]/[C:31]([O:33][CH:2]([CH2:3][NH:12][CH2:13][CH2:14][NH:15][C:16]1[N:17]([CH3:27])[C:18](=[O:26])[N:19]([CH3:25])[C:20](=[O:24])[C:21]=1[CH2:22][CH3:23])[CH2:1][O:5][C:6]1[CH:11]=[CH:10][CH:9]=[CH:8][CH:7]=1)=[O:32]. Procedure details: 3.3 g. Phenyl glycidyl ether and 10 g. 4-(2-aminoethylamino)-1,3-dimethyl-5-ethylpyrimidine-2,6(1H,3H)-dione are mixed and left to stand for 24 hours at ambient temperature. The reaction mixture is dissolved in methylene chloride and purified chromatographically with silica gel, using the elution agent methylene chloride-ammonia-saturated methanol (9:1 v/v). By evaporation of the pure fractions, there are obtained 5.5 g. of a yellowish oil. This is dissolved in ethyl acetate, whereafter a soluti... Procedure details: A solution of 3,4-dihydro-6-methoxy-3-((pivaloyloxy)methyl)-7-(3-morpholinopropoxy)quinazolin-4-one (4.93 g, 11.4 mmol) in a saturated solution of methanolic ammonia (70 ml) was stirred at ambient temperature for 2 days. The volatiles were removed by evaporation. The solid residue was suspended in ether, collected by filtration, washed with ether and dried under vacuum to give 4-hydroxy-6-methoxy-7-(3-morpholinopropoxy)quinazoline (2.87 g, 79%). The yield is 78.8%. Solvent: N (ammonia). Starting materials: COC=1C=C2C(N(C=NC2=CC1OCCCN1CCOCC1)COC(C(C)(C)C)=O)=O (3,4-dihydro-6-methoxy-3-((pivaloyloxy)methyl)-7-(3-morpholinopropoxy)quinazolin-4-one). The product is OC1=NC=NC2=CC(=C(C=C12)OC)OCCCN1CCOCC1 (4-hydroxy-6-methoxy-7-(3-morpholinopropoxy)quinazoline). RXN SMILES: [CH3:1][O:2][C:3]1[CH:4]=[C:5]2[C:10](=[CH:11][C:12]=1[O:13][CH2:14][CH2:15][CH2:16][N:17]1[CH2:22][CH2:21][O:20][CH2:19][CH2:18]1)[N:9]=[CH:8][N:7](COC(=O)C(C)(C)C)[C:6]2=[O:31]>N>[OH:31][C:6]1[C:5]2[C:10](=[CH:11][C:12]([O:13][CH2:14][CH2:15][CH2:16][N:17]3[CH2:18][CH2:19][O:20][CH2:21][CH2:22]3)=[C:3]([O:2][CH3:1])[CH:4]=2)[N:9]=[CH:8][N:7]=1. Reactants: Cl (HCl), ClC=1C=C(C(=O)O)C=C(N1)Cl (2,6-dichloroisonicotinic acid), FC1=C(C=CC(=C1)F)B(O)O ((2,4-difluorophenyl)boronic acid), [Na].S(=O)(=O)(O)C=1C=C(C=CC1)P(C1=CC(=CC=C1)S(=O)(=O)O)C1=CC(=CC=C1)S(=O)(=O)O (tri(m-sulfophenyl)phosphine sodium salt), C(C)(C)NC(C)C (diisopropylamine). The reagents and catalysts are C(C)(=O)[O-].[Pd+2].C(C)(=O)[O-] (palladium(II) acetate). Run in CN(C)C=O (DMF), O (water). Conditions: temperature 50 celsius, time 2.5 hour. The product is ClC=1C=C(C(=O)O)C=C(N1)C1=C(C=C(C=C1)F)F (2-Chloro-6-(2,4-difluorophenyl)isonicotinic acid). Isolated yield 36.3%. As a reaction SMILES: Cl[C:2]1[CH:3]=[C:4]([CH:8]=[C:9]([Cl:11])[N:10]=1)[C:5]([OH:7])=[O:6].[F:12][C:13]1[CH:18]=[C:17]([F:19])[CH:16]=[CH:15][C:14]=1B(O)O.[Na].S(C1C=C(P(C2C=CC=C(S(O)(=O)=O)C=2)C2C=CC=C(S(O)(=O)=O)C=2)C=CC=1)(O)(=O)=O.C(NC(C)C)(C)C.Cl>CN(C=O)C.O.C([O-])(=O)C.[Pd+2].C([O-])(=O)C>[Cl:11][C:9]1[CH:8]=[C:4]([CH:3]=[C:2]([C:16]2[CH:15]=[CH:14][C:13]([F:12])=[CH:18][C:17]=2[F:19])[N:10]=1)[C:5]([OH:7])=[O:6] |f:2.3,8.9.10,^1:22|. Reported procedure: To a solution of 2,6-dichloroisonicotinic acid (2.43 g, 12.67 mmol) in DMF (38 mL) and water (12.7 mL) were added (2,4-difluorophenyl)boronic acid (2.0 g, 12.67 mmol), tri(m-sulfophenyl)phosphine sodium salt (0.54 g, 0.95 mmol), palladium(II) acetate (71.0 mg, 0.32 mmol) and diisopropylamine (6.3 mL, 44.3 mmol). The mixture was heated 50° C. After 2.5 h, the mixture was cooled to ambient temperature and stirred for 18 h. HCl (1.0 M in water) was added and the mixture was was extracted with ethyl... Reactants: ON=C(c1ccccc1)c1ccccc1, COC1(c2cc(F)cc(Sc3ccc(C(C)Cl)cc3)c2)CCOCC1. Product: COC1(c2cc(F)cc(Sc3ccc(C(C)ON=C(c4ccccc4)c4ccccc4)cc3)c2)CCOCC1. Reaction SMILES: [C:1]([c:2]1[cH:3][cH:4][cH:5][cH:6][cH:7]1)([c:8]1[cH:9][cH:10][cH:11][cH:12][cH:13]1)=[N:14][OH:15].[Cl:16][CH:17]([CH3:18])[c:19]1[cH:20][cH:21][c:22]([S:25][c:26]2[cH:27][c:28]([C:33]3([O:39][CH3:40])[CH2:34][CH2:35][O:36][CH2:37][CH2:38]3)[cH:29][c:30]([F:32])[cH:31]2)[cH:23][cH:24]1>>[C:1]([c:2]1[cH:3][cH:4][cH:5][cH:6][cH:7]1)([c:8]1[cH:9][cH:10][cH:11][cH:12][cH:13]1)=[N:14][O:15][CH:17]([CH3:18])[c:19]1[cH:20][cH:21][c:22]([S:25][c:26]2[cH:27][c:28]([C:33]3([O:39][CH3:40])[CH2:34][CH2:35][O:36][CH2:37][CH2:38]3)[cH:29][c:30]([F:32])[cH:31]2)[cH:23][cH:24]1.